Dataset: the Open Reaction Database (ORD), a public repository of structured organic reaction records. Task: describe an organic reaction: reactants, conditions, products, and yield Starting materials: C(C)(=O)NC(C(=O)OCC)(C(=O)OCC)CC(=O)C1=C(C=CC(=C1)Cl)N (diethyl acetamido-(2-amino-5-chlorophenacyl)-malonate). Solvent: Cl (hydrochloric acid). Yields the product NC(C(=O)O)CC(=O)C1=C(C=CC(=C1)Cl)N (2-amino-4-(2-amino-5-chlorophenyl)-4-oxo-butyric Acid). RXN SMILES: C([NH:4][C:5]([CH2:16][C:17]([C:19]1[CH:24]=[C:23]([Cl:25])[CH:22]=[CH:21][C:20]=1[NH2:26])=[O:18])(C(OCC)=O)[C:6]([O:8]CC)=[O:7])(=O)C>Cl>[NH2:4][CH:5]([CH2:16][C:17]([C:19]1[CH:24]=[C:23]([Cl:25])[CH:22]=[CH:21][C:20]=1[NH2:26])=[O:18])[C:6]([OH:8])=[O:7]. Procedure: A solution of diethyl acetamido-(2-amino-5-chlorophenacyl)-malonate (5.3 g, 0.01377 mol) in concentrated hydrochloric acid (60 ml) was refluxed for 7 h under stirring. Reactants: O=C([O-])[O-], CN(C)C=O, ClCc1ccc2ccccc2n1, Cl, [Cs+], [Cs+], O, Oc1ccc(C#Cc2ccncc2)cc1. The product is C(#Cc1ccc(OCc2ccc3ccccc3n2)cc1)c1ccncc1. As a reaction SMILES: [C:29](=[O:30])([O-:31])[O-:32].[CH3:36][N:37]([CH3:38])[CH:39]=[O:40].[Cl:17][CH2:18][c:19]1[n:20][c:21]2[cH:22][cH:23][cH:24][cH:25][c:26]2[cH:27][cH:28]1.[ClH:16].[Cs+:33].[Cs+:34].[OH2:35].[n:1]1[cH:2][cH:3][c:4]([C:7]#[C:8][c:9]2[cH:10][cH:11][c:12]([OH:15])[cH:13][cH:14]2)[cH:5][cH:6]1>>[n:1]1[cH:2][cH:3][c:4]([C:7]#[C:8][c:9]2[cH:10][cH:11][c:12]([O:15][CH2:18][c:19]3[n:20][c:21]4[cH:22][cH:23][cH:24][cH:25][c:26]4[cH:27][cH:28]3)[cH:13][cH:14]2)[cH:5][cH:6]1. As a reaction SMILES: [Cl:1][c:2]1[c:3]([OH:4])[cH:5][cH:6][cH:7][n:8]1.[Cl:22][c:23]1[n:24][cH:25][cH:26][cH:27][c:28]1[O:29][c:30]1[c:31]([N+:37]([O-:38])=[O:39])[cH:32][c:33]([Cl:36])[cH:34][cH:35]1.[Cl:9][c:10]1[cH:11][cH:12][c:13]([Cl:14])[cH:15][c:16]1[N+:17]([O-:18])=[O:19].[K+:21].[O:41]1[CH2:42][CH2:43][O:44][CH2:45][CH2:46]1.[OH-:20].[OH2:40]>>[Cl:22][c:23]1[n:24][cH:25][cH:26][cH:27][c:28]1[O:29][c:30]1[c:31]([NH2:37])[cH:32][c:33]([Cl:36])[cH:34][cH:35]1. Yields the product Nc1cc(Cl)ccc1Oc1cccnc1Cl. The reactants are Oc1cccnc1Cl, O=[N+]([O-])c1cc(Cl)ccc1Oc1cccnc1Cl, O=[N+]([O-])c1cc(Cl)ccc1Cl, [K+], C1COCCO1, [OH-], O. The reactants are C[Si](CCCCCCCCCCCCCCNC1=CC=C(C(=O)O)C=C1)(C)C (4-[14-(trimethylsilyl)tetradecylamino]benzoic acid), 4A, C(C(O)C)(=O)O (lactic acid), C=1(C(=CC=CC1)S(=O)(=O)O)C (toluenesulfonic acid). Solvent: C1(=CC=CC=C1)C (toluene). Yields the product C[Si](CCCCCCCCCCCCCCNC1=CC=C(C(=O)OC(C)C(=O)O)C=C1)(C)C (1-Carboxyethyl 4-[14-(trimethylsilyl)tetradecylamino]benzoate). Reaction SMILES: [CH3:1][Si:2]([CH3:28])([CH3:27])[CH2:3][CH2:4][CH2:5][CH2:6][CH2:7][CH2:8][CH2:9][CH2:10][CH2:11][CH2:12][CH2:13][CH2:14][CH2:15][CH2:16][NH:17][C:18]1[CH:26]=[CH:25][C:21]([C:22]([OH:24])=[O:23])=[CH:20][CH:19]=1.[C:29]([OH:34])(=[O:33])[CH:30]([CH3:32])O.C1(C)C(S(O)(=O)=O)=CC=CC=1>C1(C)C=CC=CC=1>[CH3:28][Si:2]([CH3:1])([CH3:27])[CH2:3][CH2:4][CH2:5][CH2:6][CH2:7][CH2:8][CH2:9][CH2:10][CH2:11][CH2:12][CH2:13][CH2:14][CH2:15][CH2:16][NH:17][C:18]1[CH:19]=[CH:20][C:21]([C:22]([O:24][CH:30]([C:29]([OH:34])=[O:33])[CH3:32])=[O:23])=[CH:25][CH:26]=1. Procedure: A flask containing 10.0 g. 4-[14-(trimethylsilyl)tetradecylamino]benzoic acid, 3.4 g. lactic acid, 500 mg. toluenesulfonic acid and 500 ml. toluene is equipped with a Soxhlet extractor charged with activated 4A Linde molecular sieves. The solution is refluxed for 24 hours, during which time the Soxhlet extractor is charged twice more with fresh sieves. The hot solution is filtered and allowed to cool, whereupon the product separates as off-white crystals. Starting materials: N(C(=N)N)C=1SC=C(N1)C=1OC(=CC1)C(N(C)C)=O (2-guanidino-4-(5-[N,N-dimethylcarbamoyl]-2-furyl)thiazole), Cl (hydrochloric acid), solution, B#B (diborane). The solvent is O1CCCC1 (tetrahydrofuran), O1CCCC1 (tetrahydrofuran), O (water). Conditions: time 5 hour. Yields the product N(C(=N)N)C=1SC=C(N1)C=1OC(=CC1)CN(C)C (2-Guanidino-4-(5-[N,N-dimethylaminomethyl]-2-furyl)thiazole). Reaction SMILES: [NH:1]([C:5]1[S:6][CH:7]=[C:8]([C:10]2[O:11][C:12]([C:15](=O)[N:16]([CH3:18])[CH3:17])=[CH:13][CH:14]=2)[N:9]=1)[C:2]([NH2:4])=[NH:3].B#B.Cl>O1CCCC1.O>[NH:1]([C:5]1[S:6][CH:7]=[C:8]([C:10]2[O:11][C:12]([CH2:15][N:16]([CH3:18])[CH3:17])=[CH:13][CH:14]=2)[N:9]=1)[C:2]([NH2:4])=[NH:3]. Reported procedure: To a stirred solution of 676 mg. (2.43 mmole) of 2-guanidino-4-(5-[N,N-dimethylcarbamoyl]-2-furyl)thiazole in 25 ml. of tetrahydrofuran was added dropwise, at room temperature, 24.9 ml. (24.3 mmole) of a 0.97M solution of diborane in tetrahydrofuran. Stirring was continued for 5 hours at room temperature and then 15 ml. of 6N hydrochloric acid was added slowly, keeping the temperature below 30° C. Stirring was continued for 30 minutes, and then the mixture was diluted with water and washed with ... The reactants are CC(C)C[Al+]CC(C)C, Cc1ccccc1, Cl, [H-], N#Cc1ccc(N)nc1, [Na+], [OH-], O. Yields the product Nc1ccc(C=O)cn1. RXN SMILES: [CH2:11]([Al+:12][CH2:13][CH:14]([CH3:15])[CH3:16])[CH:17]([CH3:18])[CH3:19].[CH3:23][c:24]1[cH:25][cH:26][cH:27][cH:28][cH:29]1.[ClH:20].[H-:10].[NH2:1][c:2]1[cH:3][cH:4][c:5]([C:8]#[N:9])[cH:6][n:7]1.[Na+:22].[OH-:21].[OH2:30]>>[NH2:1][c:2]1[cH:3][cH:4][c:5]([CH:8]=[O:21])[cH:6][n:7]1.